From a dataset of the Open Reaction Database (ORD), a public repository of structured organic reaction records. describe an organic reaction: reactants, conditions, products, and yield Starting materials: COC=1C=C(CCl)C=CC1 (3-Methoxybenzyl chloride), C(=O)([O-])[O-].[K+].[K+] (K2CO3), FC=1C=C2C(=C(NC2=CC1)C)C1=NNS(C2=C1C=CC=C2)(=O)=O (4-(5-fluoro-2-methyl-1H-indol-3-yl)-2H-benzo[e][1,2,3]thiadiazine 1,1-dioxide), C(=O)([O-])[O-].[K+].[K+] (K2CO3), BrCC(=O)OC(C)(C)C (tert-butyl bromoacetate). Run in O (H2O), C(Cl)Cl (CH2Cl2), CC#N (CH3CN). Reaction conditions: temperature 80 celsius, time 8 hour. Product: C(C)(C)(C)OC(CN1C(=C(C2=CC(=CC=C12)F)C1=NN(S(C2=C1C=CC=C2)(=O)=O)CC2=CC(=CC=C2)OC)C)=O ({3-[2-(3-Methoxy-benzyl)-1,1-dioxo-1,2-dihydro-1λ6-benzo[e][1,2,3]thiadiazin-4-yl]-5-fluoro-2-methyl-indol-1-yl}-acetic acid tert-butyl ester). As a reaction SMILES: [CH3:1][O:2][C:3]1[CH:4]=[C:5]([CH:8]=[CH:9][CH:10]=1)[CH2:6]Cl.C([O-])([O-])=O.[K+].[K+].[F:17][C:18]1[CH:19]=[C:20]2[C:24](=[CH:25][CH:26]=1)[NH:23][C:22]([CH3:27])=[C:21]2[C:28]1[C:33]2[CH:34]=[CH:35][CH:36]=[CH:37][C:32]=2[S:31](=[O:39])(=[O:38])[NH:30][N:29]=1.Br[CH2:41][C:42]([O:44][C:45]([CH3:48])([CH3:47])[CH3:46])=[O:43]>CC#N.O.C(Cl)Cl>[C:45]([O:44][C:42](=[O:43])[CH2:41][N:23]1[C:24]2[C:20](=[CH:19][C:18]([F:17])=[CH:26][CH:25]=2)[C:21]([C:28]2[C:33]3[CH:34]=[CH:35][CH:36]=[CH:37][C:32]=3[S:31](=[O:38])(=[O:39])[N:30]([CH2:6][C:5]3[CH:8]=[CH:9][CH:10]=[C:3]([O:2][CH3:1])[CH:4]=3)[N:29]=2)=[C:22]1[CH3:27])([CH3:48])([CH3:47])[CH3:46] |f:1.2.3|. Procedure: 3-Methoxybenzyl chloride (10 μL, 67 μmol) and K2CO3 (10 mg, 72 μmol) were added to a solution of 4-(5-fluoro-2-methyl-1H-indol-3-yl)-2H-benzo[e][1,2,3]thiadiazine 1,1-dioxide (20 mg, 61 μmol) in CH3CN (1 mL), and stirred overnight at 80° C. An additional amount of K2CO3 (10 mg, 72 μmol) and tert-butyl bromoacetate (14 μL, 92 μmol) was added, and the reaction mixture stirred an additional 2 h at 80° C. The reaction mixture was diluted with H2O and CH2Cl2, and filtered through an Extrelut column. ... The reactants are C([O-])([O-])=O.[Na+].[Na+] (Sodium carbonate), BrC1=CC(=C(S1)NC(=O)NC(C(Cl)(Cl)Cl)=O)C(=O)N (5-bromo-2-[3-(2,2,2-trichloro-ethanoyl)-ureido]-thiophene-3-carboxylic acid amide). The solvent is CCO (EtOH). Reaction conditions: time 8 hour. The product is BrC1=CC(=C(S1)NC(=O)N)C(=O)N (5-Bromo-2-ureido-thiophene-3-carboxylic Acid Amide). The yield is 88.5%. As a reaction SMILES: C(=O)([O-])[O-].[Na+].[Na+].[Br:7][C:8]1[S:12][C:11]([NH:13][C:14]([NH:16]C(=O)C(Cl)(Cl)Cl)=[O:15])=[C:10]([C:23]([NH2:25])=[O:24])[CH:9]=1>CCO>[Br:7][C:8]1[S:12][C:11]([NH:13][C:14]([NH2:16])=[O:15])=[C:10]([C:23]([NH2:25])=[O:24])[CH:9]=1 |f:0.1.2|. Reported procedure: Sodium carbonate solution (10% aqueous, 30 ml) was added to a solution of 5-bromo-2-[3-(2,2,2-trichloro-ethanoyl)-ureido]-thiophene-3-carboxylic acid amide (1.0 g, 2.44 mmol) in EtOH (10 mL). The resulting reaction mixture was stirred under nitrogen overnight. After one third of the solvent was removed under vacuum, the reaction mixture was filtered. The precipitate was washed with water (3×50 mL) and dried in vacuum to give the above titled compound as a light brown solid (510 mg, 2.16 mmol, 89... The reactants are ClC1=NC=NC2=CC(=C(C=C12)OC)OCCCS(=O)(=O)C (4-Chloro-6-methoxy-7-(3-methylsulphonylpropoxy)quinazoline), C([O-])([O-])=O.[K+].[K+] (potassium carbonate), OC1=CC=C2C=CC=NC2=C1 (7-hydroxyquinoline). Run in CN(C)C=O (DMF). Conditions: temperature 90 celsius. The product is COC=1C=C2C(=NC=NC2=CC1OCCCS(=O)(=O)C)OC1=CC=C2C=CC=NC2=C1 (6-methoxy-7-(3-methylsulphonylpropoxy)-4-(quinolin-7-yloxy)quinazoline). Isolated yield 81.4%. RXN SMILES: Cl[C:2]1[C:11]2[C:6](=[CH:7][C:8]([O:14][CH2:15][CH2:16][CH2:17][S:18]([CH3:21])(=[O:20])=[O:19])=[C:9]([O:12][CH3:13])[CH:10]=2)[N:5]=[CH:4][N:3]=1.C(=O)([O-])[O-].[K+].[K+].[OH:28][C:29]1[CH:38]=[C:37]2[C:32]([CH:33]=[CH:34][CH:35]=[N:36]2)=[CH:31][CH:30]=1>CN(C=O)C>[CH3:13][O:12][C:9]1[CH:10]=[C:11]2[C:6](=[CH:7][C:8]=1[O:14][CH2:15][CH2:16][CH2:17][S:18]([CH3:21])(=[O:20])=[O:19])[N:5]=[CH:4][N:3]=[C:2]2[O:28][C:29]1[CH:38]=[C:37]2[C:32]([CH:33]=[CH:34][CH:35]=[N:36]2)=[CH:31][CH:30]=1 |f:1.2.3|. Reported procedure: 4-Chloro-6-methoxy-7-(3-methylsulphonylpropoxy)quinazoline (0.15 g, 0.45 mmol), (prepared as described for the starting material in Example 50), potassium carbonate (94 mg, 0.68 mmol) and 7-hydroxyquinoline (79 mg, 0.54 mmol) were suspended in anhydrous DMF (1.5 ml) and heated to 90° C. overnight. The compound was precipitated upon addition of water. The precipitate was collected by filtration, washed with water and dried under vacuum over phosphorus pentoxide to give 6-methoxy-7-(3-methylsulpho... The reactants are Pd(Ph3)4, PdCl2(Ph3)2, BrC1=CC=2CCC3=CC(=CC=C3C2C=C1)Br (2,7-dibromo-9,10-dihydro-phenanthrene), C(CCC)[Sn](C(=C)OCC)(CCCC)CCCC (tributyl(1-ethoxyvinyl)tin), C1CC(=O)N(C1=O)Br (NBS), C(C)(C)(C)OC(=O)N1C(CCC1)C(=O)O (pyrrolidine-1,2-dicarboxylic acid 1-tert-butyl ester), CCN(C(C)C)C(C)C (DIPEA). Run in C(C)(=O)OCC (ethyl acetate), O1CCOCC1 (dioxane), O (Water), C(C)#N (acetonitrile), C(C)(=O)OCC (ethyl acetate). Conditions: temperature 80 celsius, time 40 minute. Yields the product C(C)(C)(C)OC(=O)N1C(CCC1)C(=O)OCC(=O)C1=CC=2CCC3=CC(=CC=C3C2C=C1)Br (pyrrolidine-1,2-dicarboxylic acid 2-[2-(7-bromo-9,10-dihydro-phenanthren-2-yl)-2-oxo-ethyl]ester 1-tert-butyl ester). RXN SMILES: [Br:1][C:2]1[CH:15]=[CH:14][C:13]2[C:12]3[C:7](=[CH:8][C:9](Br)=[CH:10][CH:11]=3)[CH2:6][CH2:5][C:4]=2[CH:3]=1.C([Sn](CCCC)(CCCC)[C:22]([O:24]CC)=[CH2:23])CCC.C1C(=O)N(Br)C(=O)C1.[C:43]([O:47][C:48]([N:50]1[CH2:54][CH2:53][CH2:52][CH:51]1[C:55]([OH:57])=[O:56])=[O:49])([CH3:46])([CH3:45])[CH3:44].CCN(C(C)C)C(C)C>O1CCOCC1.C(OCC)(=O)C.C(#N)C.O>[C:43]([O:47][C:48]([N:50]1[CH2:54][CH2:53][CH2:52][CH:51]1[C:55]([O:57][CH2:23][C:22]([C:9]1[CH:10]=[CH:11][C:12]2[C:13]3[C:4](=[CH:3][C:2]([Br:1])=[CH:15][CH:14]=3)[CH2:5][CH2:6][C:7]=2[CH:8]=1)=[O:24])=[O:56])=[O:49])([CH3:46])([CH3:44])[CH3:45]. Reported procedure: Pd(Ph3)4 (347 mg, 0.3 mmol) and PdCl2(Ph3)2 (210 mg, 0.3 mmol) were added to a mixture 2,7-dibromo-9,10-dihydro-phenanthrene (2.5 g, 7.4 mmol) and tributyl(1-ethoxyvinyl)tin (2.5 mL, 7.4 mL) in 70 mL dioxane. The reaction mixture was flushed with nitrogen, heated at 80° C. for 16 hours, then cooled to ambient temperature. Water (20 mL) and NBS (1.39 g, 7.8 mmol) were added and the mixture was stirred at room temperature for 40 minutes, then diluted with ethyl acetate (300 mL). Washed with water ... Starting materials: C(CCCCCCCCCCC)(=O)O (Lauric acid), C(CO)O (poly (ethylene glycol) methyl ether). Run in 3. Reaction conditions: temperature 65 celsius. The product is C(CCCCCCCCCCC)(=O)O.COC (Methyl Ether Monolaurate). RXN SMILES: [C:1]([OH:14])(=[O:13])[CH2:2][CH2:3][CH2:4][CH2:5][CH2:6][CH2:7][CH2:8][CH2:9][CH2:10][CH2:11][CH3:12].[CH2:15]([OH:18])CO>>[C:1]([OH:14])(=[O:13])[CH2:2][CH2:3][CH2:4][CH2:5][CH2:6][CH2:7][CH2:8][CH2:9][CH2:10][CH2:11][CH3:12].[CH3:1][O:18][CH3:15] |f:2.3|. Procedure details: Lauric acid (9.0 g; 44.9 mmol; 1.0 equiv) was combined with poly (ethylene glycol) methyl ether (25.8 g; 44.9 mmol; 1.0 equiv) having an average molecular weight of 574 (available from Sigma Aldrich) in a 100-mL 3 neck round bottom flask equipped with a magnetic stir bar. Immobilized lipase Novozym®435 was added to the flask in an amount of 1.00 grams (2.9 wt % based on the total weight of starting materials). The mixture was stirred and heated to 65° C. and purged with a subsurface stream of ni... Starting materials: BrC1=CC=2C3=C(C=NC2C=C1)N(C(N3C=3C(=NN(C3)C)C)=O)C (8-bromo-1-(1,3-dimethyl-1H-pyrazol-4-yl)-3-methyl-1,3-dihydro-imidazo[4,5-c]quinolin-2-one), BrC1=CC=2C3=C(C=NC2C=C1)N(C(N3C=3C(=NN(C3)C)C)=O)C (8-bromo-1-(1,3-dimethyl-1H-pyrazol-4-yl)-3-methyl-1,3-dihydro-imidazo[4,5-c]quinolin-2-one), FC1(OC2=C(O1)C=CC=C2B(O)O)F (2,2-difluorobenzo[1,3]dioxole-4-boronic acid). Product: FC1(OC2=C(O1)C=CC=C2C2=CC=1C3=C(C=NC1C=C2)N(C(N3C=3C(=NN(C3)C)C)=O)C)F (8-(2,2-Difluoro-benzo[1,3]dioxol-4-yl)-1-(1,3-dimethyl-1H-pyrazol-4-yl)-3-methyl-1,3-dihydro-imidazo[4,5-c]quinolin-2-one). As a reaction SMILES: Br[C:2]1[CH:11]=[CH:10][C:9]2[N:8]=[CH:7][C:6]3[N:12]([CH3:23])[C:13](=[O:22])[N:14]([C:15]4[C:16]([CH3:21])=[N:17][N:18]([CH3:20])[CH:19]=4)[C:5]=3[C:4]=2[CH:3]=1.[F:24][C:25]1([F:37])[O:29][C:28]2[CH:30]=[CH:31][CH:32]=[C:33](B(O)O)[C:27]=2[O:26]1>>[F:37][C:25]1([F:24])[O:26][C:27]2[CH:33]=[CH:32][CH:31]=[C:30]([C:2]3[CH:11]=[CH:10][C:9]4[N:8]=[CH:7][C:6]5[N:12]([CH3:23])[C:13](=[O:22])[N:14]([C:15]6[C:16]([CH3:21])=[N:17][N:18]([CH3:20])[CH:19]=6)[C:5]=5[C:4]=4[CH:3]=3)[C:28]=2[O:29]1. Reported procedure: The title compound was synthesized in a similar manner as described for Example 1.1 using 8-bromo-1-(1,3-dimethyl-1H-pyrazol-4-yl)-3-methyl-1,3-dihydro-imidazo[4,5-c]quinolin-2-one (Intermediate A, 40 mg, 0.107 mmol) and 2,2-difluorobenzo[1,3]dioxole-4-boronic acid (Apollo, Cheshire, United Kingdom, 26 mg, 0.130 mmol) to give the title compound as a white solid. (HPLC: tR 2.95 min (Method A); M+H=450 MS-ES; 1H-NMR (d6-DMSO, 400 MHz) 9.01 (s, 1H), 8.18-8.13 (m, 1H), 8.08 (s, 1H), 7.97-7.91 (m, 1H... The reactants are CI, Cc1ccccc1, COC(=O)Cc1ccc2c(c1)C(OC)=Cc1ccccc1C2, [Cl-], Cl, N, [NH4+], [Na], O. Product: COC(=O)C(C)c1ccc2c(c1)C(OC)=Cc1ccccc1C2. RXN SMILES: [CH3:25][I:26].[CH3:30][c:31]1[cH:32][cH:33][cH:34][cH:35][cH:36]1.[CH3:3][O:4][C:5]1=[CH:11][c:10]2[c:9]([cH:15][cH:14][cH:13][cH:12]2)[CH2:8][c:7]2[c:6]1[cH:19][c:18]([CH2:20][C:21](=[O:22])[O:23][CH3:24])[cH:17][cH:16]2.[Cl-:27].[ClH:29].[NH3:1].[NH4+:28].[Na:2].[OH2:37]>>[CH3:3][O:4][C:5]1=[CH:11][c:10]2[c:9]([cH:15][cH:14][cH:13][cH:12]2)[CH2:8][c:7]2[c:6]1[cH:19][c:18]([CH:20]([C:21](=[O:22])[O:23][CH3:24])[CH3:25])[cH:17][cH:16]2. As a reaction SMILES: [H-].[Na+].[CH3:3][S:4]([CH3:7])(=[O:6])=[O:5].CS(C)=O.[CH3:12][N:13]([C:17]1[CH:18]=[C:19]([CH:24]=[C:25]([N:27](C)[C:28](=O)C)[CH:26]=1)[C:20](OC)=[O:21])C(=O)C>O.C(O)(=O)C>[CH3:28][NH:27][C:25]1[CH:24]=[C:19]([C:20](=[O:21])[CH2:3][S:4]([CH3:7])(=[O:6])=[O:5])[CH:18]=[C:17]([NH:13][CH3:12])[CH:26]=1 |f:0.1|. Reported procedure: A suspension of 19.2 g. of sodium hydride (50% dispersion in oil) and 56.1 g. of dimethylsulfone in 200 ml. of absolute dimethylsulfoxide was stirred with the exclusion of moisture for 3 hours at 50° C. and then treated at 25° C. with 41.8 g. of methyl 3,5-bis-(N-methylacetamido)benzoate. The mixture was stirred for 18 hours at 25° C., diluted with 2 liters of water, adjusted to pH 7 with glacial acetic acid and extracted with 9 liters of ethyl acetate. The ethyl acetate solution was washed with... Yields the product CNC=1C=C(C=C(C1)NC)C(CS(=O)(=O)C)=O (3',5'-bis(methylamino)-2-methylsulfonylacetophenone). Starting materials: [H-].[Na+] (sodium hydride), CN(C(C)=O)C=1C=C(C(=O)OC)C=C(C1)N(C(C)=O)C (methyl 3,5-bis-(N-methylacetamido)benzoate), CS(=O)(=O)C (dimethylsulfone), CS(=O)C (dimethylsulfoxide). Reaction conditions: temperature 25 celsius, time 18 hour. The solvent is O (water), C(C)(=O)O (acetic acid).